The task is: describe an organic reaction: reactants, conditions, products, and yield. This data is from the Open Reaction Database (ORD), a public repository of structured organic reaction records. RXN SMILES: [Li][CH2:2]CCC.[CH2:6]([O:18][C:19]1[CH:26]=[CH:25][C:22]([CH:23]=O)=[CH:21][CH:20]=1)[CH2:7][CH2:8][CH2:9][CH2:10][CH2:11][CH2:12][CH2:13][CH2:14][CH2:15][CH2:16][CH3:17].[Na+].[Cl-]>[Br-].C[P+](C1C=CC=CC=1)(C1C=CC=CC=1)C1C=CC=CC=1.C1COCC1>[CH2:6]([O:18][C:19]1[CH:26]=[CH:25][C:22]([CH:23]=[CH2:2])=[CH:21][CH:20]=1)[CH2:7][CH2:8][CH2:9][CH2:10][CH2:11][CH2:12][CH2:13][CH2:14][CH2:15][CH2:16][CH3:17] |f:2.3,4.5|. Reagents/catalysts: [Br-].C[P+](C1=CC=CC=C1)(C1=CC=CC=C1)C1=CC=CC=C1 (Methyltriphenylphosphonium bromide). Run in C1CCOC1 (THF), C1CCOC1 (THF). The product is C(CCCCCCCCCCC)OC1=CC=C(C=C)C=C1 (4-Dodecyloxystyrene). Reported procedure: To Methyltriphenylphosphonium bromide (8.13 g, 2.28×10−2 mol) in 60 ml of dry THF was added n-BuLi (1.6 M solution in hexane, 15.8 ml, 2.53×10−2 mol) dropwise at −78° C. After 2.5 h, the reaction mixture was gradually warmed up to 0° C., and again cooled to −78° C. 4-Dodecyloxybenzaldehyde (6.00 g, 2.07×10−2 mol) in 20 ml of dry THF was slowly added to the reaction mixture. The reaction mixture was stirred overnight and meanwhile gradually warmed up to 10° C. Aqueous NaCl was added to the reacti... Reaction conditions: temperature 0 celsius, time 2.5 hour. Reactants: C(CCCCCCCCCCC)OC1=CC=C(C=O)C=C1 (4-Dodecyloxybenzaldehyde), [Na+].[Cl-] (NaCl), [Li]CCCC (n-BuLi). Starting materials: CC1(CC2=C(C(N1)=O)SC(=N2)N2CCOC1=C2C=C(C=C1)NC1=NC(=CC=C1)\C=C\OC)C (6,6-Dimethyl-2-[6-({6-[(E)-2-methoxyvinyl]pyridin-2-yl}amino)-2,3-dihydro-4H-1,4-benzoxazin-4-yl]-6,7-dihydro[1,3]thiazolo[5,4-c]pyridin-4(5H)-one), C1=CCCCC1 (cyclohexene). The reagents and catalysts are [Pd] (palladium on carbon), [Pd] (palladium on carbon). Run in CCO (EtOH). Run at temperature 120 celsius. Product: CC1(CC2=C(C(N1)=O)SC(=N2)N2CCOC1=C2C=C(C=C1)NC1=NC(=CC=C1)CCOC)C (6,6-Dimethyl-2-(6-{[6-(2-methoxyethyl)pyridin-2-yl]amino}-2,3-dihydro-4H-1,4-benzoxazin-4-yl)-6,7-dihydro[1,3]thiazolo[5,4-c]pyridin-4(5H)-one). The yield is 13.4%. As a reaction SMILES: [CH3:1][C:2]1([CH3:33])[NH:7][C:6](=[O:8])[C:5]2[S:9][C:10]([N:12]3[C:17]4[CH:18]=[C:19]([NH:22][C:23]5[CH:28]=[CH:27][CH:26]=[C:25](/[CH:29]=[CH:30]/[O:31][CH3:32])[N:24]=5)[CH:20]=[CH:21][C:16]=4[O:15][CH2:14][CH2:13]3)=[N:11][C:4]=2[CH2:3]1.C1CCCCC=1>CCO.[Pd]>[CH3:1][C:2]1([CH3:33])[NH:7][C:6](=[O:8])[C:5]2[S:9][C:10]([N:12]3[C:17]4[CH:18]=[C:19]([NH:22][C:23]5[CH:28]=[CH:27][CH:26]=[C:25]([CH2:29][CH2:30][O:31][CH3:32])[N:24]=5)[CH:20]=[CH:21][C:16]=4[O:15][CH2:14][CH2:13]3)=[N:11][C:4]=2[CH2:3]1. Reported procedure: To a solution of Example 441 (100 mg, 0.2 mmol) in EtOH (4 mL) was added cyclohexene (1 mL) and palladium on carbon (120 mg, 10% wt). The reaction mixture was heated at 120° C. under microwave irradiation for 1 h. Additional palladium on carbon (40 mg, 10% wt) was added and the reaction mixture heated at 130° C. under microwave irradiation for 5 h. The reaction mixture was filtered through celite and concentrated in vacuo. Purification by preparative HPLC (Method 6) gave the title compound (12.5...